From a dataset of the Open Reaction Database (ORD), a public repository of structured organic reaction records. describe an organic reaction: reactants, conditions, products, and yield RXN SMILES: [Br:1][C:2]1[CH:3]=[C:4]([OH:9])[CH:5]=[C:6]([F:8])[CH:7]=1.Br[CH2:11][CH2:12][O:13][CH2:14]CBr.C([O-])([O-])=O.[K+].[K+].C([O-])(O)=O.[Na+]>CN(C=O)C.C(OCC)(=O)C>[Br:1][C:2]1[CH:3]=[C:4]([O:9][CH2:11][CH2:12][O:13][CH3:14])[CH:5]=[C:6]([F:8])[CH:7]=1 |f:2.3.4,5.6|. Solvent: C(C)(=O)OCC (ethyl acetate), CN(C)C=O (DMF). The reactants are C(=O)(O)[O-].[Na+] (NaHCO3), BrC=1C=C(C=C(C1)F)O (3-Bromo-5-fluoro-phenol), BrCCOCCBr (2-bromoethylether), C(=O)([O-])[O-].[K+].[K+] (K2CO3). Procedure details: 3-Bromo-5-fluoro-phenol (5.0 g, 26.2 mmol), 2-bromoethylether (4.0 g, 28.8 mmol) and K2CO3 (4.4 g, 31.4 mmol) are mixed in 50 ml DMF and stirred at 50 C overnight. Addition of aqueous NaHCO3 solution and extraction into ethyl acetate yields the title compound. Reaction conditions: time 8 hour. The product is BrC1=CC(=CC(=C1)OCCOC)F (1-Bromo-3-fluoro-5-(2-methoxy-ethoxy)-benzene). Reactants: CCOc1cc(C=Nc2ccc(C#N)cc2)c(F)c(OC(C)C)c1, C1CCOC1, [Li]CCCC, c1ccc2scnc2c1. Product: CCOc1cc(CN(c2ccc(C#N)cc2)c2nc3ccccc3s2)c(F)c(OC(C)C)c1. Reaction SMILES: [CH2:15]([CH3:16])[O:17][c:18]1[cH:19][c:20]([O:35][CH:36]([CH3:37])[CH3:38])[c:21]([F:34])[c:22]([CH:23]=[N:24][c:25]2[cH:26][cH:27][c:28]([C:29]#[N:30])[cH:31][cH:32]2)[cH:33]1.[CH2:39]1[O:40][CH2:41][CH2:42][CH2:43]1.[CH3:10][CH2:11][CH2:12][CH2:13][Li:14].[cH:1]1[cH:2][cH:3][c:4]2[s:5][cH:6][n:7][c:8]2[cH:9]1>>[cH:1]1[cH:2][cH:3][c:4]2[s:5][c:6]([N:24]([CH2:23][c:22]3[c:21]([F:34])[c:20]([O:35][CH:36]([CH3:37])[CH3:38])[cH:19][c:18]([O:17][CH2:15][CH3:16])[cH:33]3)[c:25]3[cH:26][cH:27][c:28]([C:29]#[N:30])[cH:31][cH:32]3)[n:7][c:8]2[cH:9]1.